This data is from the Open Reaction Database (ORD), a public repository of structured organic reaction records. The task is: describe an organic reaction: reactants, conditions, products, and yield Starting materials: COC(=O)c1cnc(OCC2CCCN2C(=O)OC(C)(C)C)c(Cl)c1, ClCCl, O=C(O)C(F)(F)F. The product is COC(=O)c1cnc(OCC2CCCN2)c(Cl)c1. As a reaction SMILES: [Cl:1][c:2]1[c:3]([O:12][CH2:13][CH:14]2[N:15]([C:19]([O:20][C:21]([CH3:22])([CH3:23])[CH3:24])=[O:25])[CH2:16][CH2:17][CH2:18]2)[n:4][cH:5][c:6]([C:8](=[O:9])[O:10][CH3:11])[cH:7]1.[Cl:33][CH2:34][Cl:35].[F:26][C:27]([F:28])([F:29])[C:30]([OH:31])=[O:32]>>[Cl:1][c:2]1[c:3]([O:12][CH2:13][CH:14]2[NH:15][CH2:16][CH2:17][CH2:18]2)[n:4][cH:5][c:6]([C:8](=[O:9])[O:10][CH3:11])[cH:7]1. As a reaction SMILES: [CH3:1][O:2][c:3]1[cH:4][c:5]([N:12]2[CH2:13][CH2:14][CH:15]([OH:18])[CH2:16][CH2:17]2)[cH:6][cH:7][c:8]1[N+:9](=[O:10])[O-:11].[CH3:21][O:22][CH2:23][CH2:24][Br:25].[CH3:28][N:29]([CH3:30])[CH:31]=[O:32].[Cl-:26].[H-:19].[NH4+:27].[Na+:20].[OH2:33]>>[CH3:1][O:2][c:3]1[cH:4][c:5]([N:12]2[CH2:13][CH2:14][CH:15]([O:18][CH2:24][CH2:23][O:22][CH3:21])[CH2:16][CH2:17]2)[cH:6][cH:7][c:8]1[N+:9](=[O:10])[O-:11]. Starting materials: COc1cc(N2CCC(O)CC2)ccc1[N+](=O)[O-], COCCBr, CN(C)C=O, [Cl-], [H-], [NH4+], [Na+], O. Yields the product COCCOC1CCN(c2ccc([N+](=O)[O-])c(OC)c2)CC1.